This data is from the Open Reaction Database (ORD), a public repository of structured organic reaction records. The task is: describe an organic reaction: reactants, conditions, products, and yield Starting materials: ClC1=NC=C(C=C1)Cl (2,5-dichloropyridine), N1CCNCC1 (piperazine), O (water). Solvent: CN(C(C)=O)C (N,N-dimethylacetamide). Yields the product ClC=1C=CC(=NC1)N1CCNCC1 (1-(5-chloropyridin-2-yl)piperazine). The yield is 50.2%. RXN SMILES: Cl[C:2]1[CH:7]=[CH:6][C:5]([Cl:8])=[CH:4][N:3]=1.[NH:9]1[CH2:14][CH2:13][NH:12][CH2:11][CH2:10]1.O>CN(C)C(=O)C>[Cl:8][C:5]1[CH:6]=[CH:7][C:2]([N:9]2[CH2:14][CH2:13][NH:12][CH2:11][CH2:10]2)=[N:3][CH:4]=1. Reported procedure: Following the general procedure of Example 33, Step 1, and making noncritical variations, 2,5-dichloropyridine (Aldrich; 5.10 g), piperazine (14.8 g), water (50 mL), and N,N-dimethylacetamide (2 mL) give 3.42 g of 1-(5-chloropyridin-2-yl)piperazine; mp 92-107° C.; IR 1480, 1244, 1390, 1589, 815 cm-1 ; 1H NMR (CDCl3) δ 2.98, 3.47, 6.58, 7.42, 8.11.